Dataset: the Open Reaction Database (ORD), a public repository of structured organic reaction records. Task: describe an organic reaction: reactants, conditions, products, and yield RXN SMILES: [CH3:20][O:21][CH2:22][CH2:23][CH:24]1[NH:25][CH2:26][CH2:27][NH:28][CH2:29]1.[CH3:30][N:31]1[CH2:32][CH2:33][CH2:34][C:35]1=[O:36].[CH:1]([CH3:2])([CH3:3])[c:4]1[cH:5][c:6]2[c:7]([cH:18][cH:19]1)[NH:8][c:9]1[c:10]([cH:14][cH:15][cH:16][cH:17]1)[N:11]=[C:12]2[NH2:13].[OH2:37]>>[CH:1]([CH3:2])([CH3:3])[c:4]1[cH:5][c:6]2[c:7]([cH:18][cH:19]1)[NH:8][c:9]1[c:10]([cH:14][cH:15][cH:16][cH:17]1)[N:11]=[C:12]2[N:13]1[CH2:27][CH2:26][NH:25][CH:24]([CH2:23][CH2:22][O:21][CH3:20])[CH2:29]1. Product: COCCC1CN(C2=Nc3ccccc3Nc3ccc(C(C)C)cc32)CCN1. Reactants: COCCC1CNCCN1, CN1CCCC1=O, CC(C)c1ccc2c(c1)C(N)=Nc1ccccc1N2, O. Starting materials: ClC1=CC=C(CN)C=C1 (4-chlorobenzylamine), Cl (hydrochloric acid), FC(=CCCS(=O)Cl)F (4,4-Difluorobut-3-enyl sulfinylchloride), O (water). Solvent: C(C)OCC (diethyl ether), C(C)(=O)OCC.CCCCCC (ethyl acetate hexane), C(C)OCC (diethyl ether). Run at time 2 day. Product: ClC1=CC=C(CNS(=O)CCC=C(F)F)C=C1 (N-4-chlorobenzyl 4,4-difluorobut-3-enyl-sulfinamide). RXN SMILES: [F:1][C:2]([F:9])=[CH:3][CH2:4][CH2:5][S:6](Cl)=[O:7].[Cl:10][C:11]1[CH:18]=[CH:17][C:14]([CH2:15][NH2:16])=[CH:13][CH:12]=1.O.Cl>C(OCC)C.C(OCC)(=O)C.CCCCCC>[Cl:10][C:11]1[CH:18]=[CH:17][C:14]([CH2:15][NH:16][S:6]([CH2:5][CH2:4][CH:3]=[C:2]([F:9])[F:1])=[O:7])=[CH:13][CH:12]=1 |f:5.6|. Procedure: 4,4-Difluorobut-3-enyl sulfinylchloride (0.5 g) in dry diethyl ether (1.5 ml) was stirred at ambient temperature and 4-chlorobenzylamine (1.0 g) in diethyl ether (1.5 ml) was added dropwise. The mixture was stored at ambient temperature for 2 days then water (100 ml) added. The mixture was made acidic with aqueous hydrochloric acid (2M) and extracted with dichloromethane (100 ml). The organic fraction was separated, washed with water then dried over anhydrous magnesium sulfate. The solvent was e... The reactants are C(C)(=O)C=1C=C(C=C(C1)S(F)(F)(F)(F)F)NC(C(F)(F)F)=O (N-(3-Acetyl-5-pentafluorosulfanylphenyl)-2,2,2-trifluoroacetamide), BrBr (bromine). Run in O (water), C(C)(=O)O (acetic acid), C(C)(=O)O (acetic acid), C(C)(=O)O (acetic acid). Conditions: time 30 minute. Product: BrCC(=O)C=1C=C(C=C(C1)S(F)(F)(F)(F)F)NC(C(F)(F)F)=O (N-[3-(2-Bromoacetyl)-5-pentafluorosulfanylphenyl]-2,2,2-trifluoroacetamide). Reaction SMILES: [C:1]([C:4]1[CH:5]=[C:6]([NH:16][C:17](=[O:22])[C:18]([F:21])([F:20])[F:19])[CH:7]=[C:8]([S:10]([F:15])([F:14])([F:13])([F:12])[F:11])[CH:9]=1)(=[O:3])[CH3:2].[Br:23]Br>C(O)(=O)C.O>[Br:23][CH2:2][C:1]([C:4]1[CH:5]=[C:6]([NH:16][C:17](=[O:22])[C:18]([F:21])([F:19])[F:20])[CH:7]=[C:8]([S:10]([F:14])([F:15])([F:13])([F:12])[F:11])[CH:9]=1)=[O:3]. Procedure details: N-(3-Acetyl-5-pentafluorosulfanylphenyl)-2,2,2-trifluoroacetamide (20 mg) was initially introduced dissolved in glacial acetic acid (1 ml), and bromine (9 mg) dissolved in glacial acetic acid (90 μl) was slowly added dropwise. After stirring at RT for 30 min, the mixture was warmed at 60° C. for 1 h. After cooling to RT, the glacial acetic acid was diluted with a large quantity of water and extracted three times with ethyl acetate. The combined extracts were washed with sodium hydrogencarbonate ... Reactants: CCCOC(C)c1ccc(-c2ccc(C(=O)OCC)cc2)cc1, CO, [Na+], [OH-]. Product: CCCOC(C)c1ccc(-c2ccc(C(=O)O)cc2)cc1. RXN SMILES: [CH2:1]([CH2:2][CH3:3])[O:4][CH:5]([CH3:6])[c:7]1[cH:8][cH:9][c:10](-[c:13]2[cH:14][cH:15][c:16]([C:19](=[O:20])[O:21][CH2:22][CH3:23])[cH:17][cH:18]2)[cH:11][cH:12]1.[CH3:26][OH:27].[Na+:25].[OH-:24]>>[CH2:1]([CH2:2][CH3:3])[O:4][CH:5]([CH3:6])[c:7]1[cH:8][cH:9][c:10](-[c:13]2[cH:14][cH:15][c:16]([C:19](=[O:20])[OH:21])[cH:17][cH:18]2)[cH:11][cH:12]1.